This data is from the Open Reaction Database (ORD), a public repository of structured organic reaction records. The task is: describe an organic reaction: reactants, conditions, products, and yield The reactants are COC(C(=O)N(C)C)=O (N,N-dimethyl oxamic acid methyl ester), O (water), C(C)(C)C1(C(N=C(N1)C1=NC=C(C=C1)C)=O)C (2-(5-isopropyl-5-methyl-4-oxo-2-imidazolin-2 -yl)-5-methyl pyridine), C(CCC)[Li] (n-butyllithium). The solvent is O1CCCC1 (tetrahydrofuran), O1CCCC1 (tetrahydrofuran). Run at temperature -70 celsius, time 3 hour. Yields the product CN(C)C(C(=O)C=1C(=NC=C(C1)C)C=1NC(C(N1)(C)C(C)C)=O)=O (3-(N,N-dimethylaminooxoacetyl)-2-(4-isopropyl-4-methyl-5-oxo-2-imidazolin-2-yl)-5-methyl pyridine). Isolated yield 46.0%. RXN SMILES: [CH:1]([C:4]1([CH3:17])[NH:8][C:7]([C:9]2[CH:14]=[CH:13][C:12]([CH3:15])=[CH:11][N:10]=2)=[N:6][C:5]1=[O:16])([CH3:3])[CH3:2].C([Li])CCC.C[O:24][C:25](=O)[C:26]([N:28]([CH3:30])[CH3:29])=[O:27].O>O1CCCC1>[CH3:29][N:28]([C:26](=[O:27])[C:25]([C:14]1[C:9]([C:7]2[NH:6][C:5](=[O:16])[C:4]([CH:1]([CH3:3])[CH3:2])([CH3:17])[N:8]=2)=[N:10][CH:11]=[C:12]([CH3:15])[CH:13]=1)=[O:24])[CH3:30]. Procedure details: To a stirred solution of 2.5 g (0.011 mole) of 2-(5-isopropyl-5-methyl-4-oxo-2-imidazolin-2 -yl)-5-methyl pyridine in 100 ml of dry tetrahydrofuran cooled to -70° C. under the presence of nitrogen was added dropwise a 9.68 ml of 2.5 molar n-butyllithium, thereby temperature was maintained below -65° C. The solution was stirred at -70° C. for 3 hours and a solution 1.96 g of N,N-dimethyl oxamic acid methyl ester(0.015 mole) in 10 ml of anhydrous tetrahydrofuran was added dropwise while maintainin... Reactants: BrCC(C(CBr)=O)=O (1,4-dibromo-2,3-butanedione), NC1=C(C=C(C=C1)Cl)N (1,2-diamino-4-chlorobenzene). Procedure details: Following the procedure of Example 1, condensation of 1,4-dibromo-2,3-butanedione with 1,2-diamino-4-chlorobenzene yielded 2,3-bis(bromomethyl)-6-chloroquinoxaline, m.p. 149°-150° C.; 1H NMR (CDCl3, 400 MHz): δ4.89 and 4.90 (singlets, 4H, CH2), 7.74 (dd, J1 =8.9 Hz, J2 =2.3 Hz, 1H, H-7), 8.01 (d, J=8.9 Hz, 1H, H-8), 8.07 (d, J=2.3 Hz, 1H, H-5). Reaction SMILES: [Br:1][CH2:2][C:3](=O)[C:4](=O)[CH2:5][Br:6].[NH2:9][C:10]1[CH:15]=[CH:14][C:13]([Cl:16])=[CH:12][C:11]=1[NH2:17]>>[Br:1][CH2:2][C:3]1[C:4]([CH2:5][Br:6])=[N:17][C:11]2[C:10](=[CH:15][CH:14]=[C:13]([Cl:16])[CH:12]=2)[N:9]=1. Product: BrCC1=NC2=CC=C(C=C2N=C1CBr)Cl (2,3-bis(bromomethyl)-6-chloroquinoxaline). Starting materials: C1=CCCCC1, COC(=O)CC(C)(C)Cc1ccc(OCCCNc2cccc[n+]2[O-])cc1, CC(C)O. Yields the product COC(=O)CC(C)(C)Cc1ccc(OCCCNc2ccccn2)cc1. RXN SMILES: [CH2:28]1[CH2:29][CH:30]=[CH:31][CH2:32][CH2:33]1.[CH3:1][C:2]([CH2:3][C:4](=[O:5])[O:6][CH3:7])([CH2:8][c:9]1[cH:10][cH:11][c:12]([O:15][CH2:16][CH2:17][CH2:18][NH:19][c:20]2[n+:21]([O-:26])[cH:22][cH:23][cH:24][cH:25]2)[cH:13][cH:14]1)[CH3:27].[CH:34]([OH:35])([CH3:36])[CH3:37]>>[CH3:1][C:2]([CH2:3][C:4](=[O:5])[O:6][CH3:7])([CH2:8][c:9]1[cH:10][cH:11][c:12]([O:15][CH2:16][CH2:17][CH2:18][NH:19][c:20]2[n:21][cH:22][cH:23][cH:24][cH:25]2)[cH:13][cH:14]1)[CH3:27]. The reactants are FC1=CC=C(C(C(=O)O)=C1)O (5-fluorosalicylic acid), C(C)O (ethanol). Solvent: S(O)(O)(=O)=O (sulfuric acid). Run at temperature 90 celsius. Yields the product C(C)OC(C1=C(C=CC(=C1)F)O)=O (5-Fluoro-2-hydroxy-benzoic acid ethyl ester). Reaction SMILES: [F:1][C:2]1[CH:10]=[C:6]([C:7]([OH:9])=[O:8])[C:5]([OH:11])=[CH:4][CH:3]=1.[CH2:12](O)[CH3:13]>S(=O)(=O)(O)O>[CH2:12]([O:8][C:7](=[O:9])[C:6]1[CH:10]=[C:2]([F:1])[CH:3]=[CH:4][C:5]=1[OH:11])[CH3:13]. Procedure details: To a solution of 5-fluorosalicylic acid (50 g) in absolute ethanol (500 ml), concentrated sulfuric acid (10 ml) was cautiously added. The solution was heated at 90° C. for 72 hours. The solvent was removed in vacuo, and the viscous residue was made basic (final pH=9) by portionwise addition of saturated aqueous sodium bicarbonate. The solution was then extracted with three 200 ml portions of methylene chloride. The combined organic extracts were dried (anhydrous sodium sulfate) and concentrated ... Starting materials: C(C)(C)C=1N=C(SC1)N(CCC(C)C)CC1=CC=C(COC2=CC=C(C=C2)CCC(=O)OC)C=C1 (Methyl 3-{4-[(4-{[(4-isopropyl-1,3-thiazol-2-yl)(3-methylbutyl)amino]methyl}benzyl)oxy]phenyl}propanoate), O (water), Cl (hydrochloric acid). The solvent is CO (methanol), O1CCCC1 (tetrahydrofuran), [OH-].[Na+] (sodium hydroxide). Reaction conditions: time 1 hour. The product is C(C)(C)C=1N=C(SC1)N(CCC(C)C)CC1=CC=C(COC2=CC=C(C=C2)CCC(=O)O)C=C1 (3-{4-[(4-{[(4-isopropyl-1,3-thiazol-2-yl)(3-methylbutyl)amino]methyl}benzyl)oxy]phenyl}propanoic acid). Yield: 88.2%. RXN SMILES: [CH:1]([C:4]1[N:5]=[C:6]([N:9]([CH2:15][C:16]2[CH:35]=[CH:34][C:19]([CH2:20][O:21][C:22]3[CH:27]=[CH:26][C:25]([CH2:28][CH2:29][C:30]([O:32]C)=[O:31])=[CH:24][CH:23]=3)=[CH:18][CH:17]=2)[CH2:10][CH2:11][CH:12]([CH3:14])[CH3:13])[S:7][CH:8]=1)([CH3:3])[CH3:2].O.Cl>CO.O1CCCC1.[OH-].[Na+]>[CH:1]([C:4]1[N:5]=[C:6]([N:9]([CH2:15][C:16]2[CH:17]=[CH:18][C:19]([CH2:20][O:21][C:22]3[CH:23]=[CH:24][C:25]([CH2:28][CH2:29][C:30]([OH:32])=[O:31])=[CH:26][CH:27]=3)=[CH:34][CH:35]=2)[CH2:10][CH2:11][CH:12]([CH3:14])[CH3:13])[S:7][CH:8]=1)([CH3:2])[CH3:3] |f:5.6|. Reported procedure: Methyl 3-{4-[(4-{[(4-isopropyl-1,3-thiazol-2-yl)(3-methylbutyl)amino]methyl}benzyl)oxy]phenyl}propanoate (140 mg) was dissolved in a mixed solvent of methanol (2 mL) and tetrahydrofuran (2 mL), and 2N aqueous sodium hydroxide solution (2 mL) was added. The mixture was stirred at room temperature for 1 hr. The reaction mixture was poured into water, acidified with 1N aqueous hydrochloric acid solution, and extracted with ethyl acetate. The ethyl acetate layer was dried using Presep Dehydration tu... The reactants are BrC12CC3(CC(CC(C1)C3)(C2)C)C (1-Bromo-3,5-dimethyl Adamantane), [Br-].[Al+3].[Br-].[Br-] (aluminum bromide), C=C (ethylene). The solvent is CCCCCC (hexane). Reaction conditions: time 5 minute. Product: BrCCC12CC3(CC(CC(C1)C3)(C2)C)C (1-(2-Bromoethyl)-3,5-dimethyl Adamantane). Yield: 48.0%. RXN SMILES: Br[C:2]12[CH2:11][C:6]3([CH3:12])[CH2:7][CH:8]([CH2:10][C:4]([CH3:13])([CH2:5]3)[CH2:3]1)[CH2:9]2.[Br-:14].[Al+3].[Br-].[Br-].[CH2:18]=[CH2:19]>CCCCCC>[Br:14][CH2:18][CH2:19][C:8]12[CH2:10][C:4]3([CH3:13])[CH2:3][CH:2]([CH2:11][C:6]([CH3:12])([CH2:5]3)[CH2:7]1)[CH2:9]2 |f:1.2.3.4|. Procedure: Mix 1.4 mol of 1-bromo-3,5-dimethyl adamantane (I) in hexane with 0.6 mol of aluminum bromide at -75° C. Subsequently, pass ethylene through the solution for 20-30 minutes, stir for 5 min., and pour the reaction mixture onto ice water. Extract with ether, dry the organic phase and evaporate to dryness. Recrystallize the residue from methanol. (Yield: 48%).